Dataset: the Open Reaction Database (ORD), a public repository of structured organic reaction records. Task: describe an organic reaction: reactants, conditions, products, and yield Reactants: CS(=O)(=O)Nc1ccccc1-c1ccc(S(=O)(=O)n2ccc(C=CC(=O)NOC3CCCCO3)c2)cc1, CO, Cl. Yields the product CS(=O)(=O)Nc1ccccc1-c1ccc(S(=O)(=O)n2ccc(C=CC(=O)NO)c2)cc1. RXN SMILES: [CH3:1][S:2](=[O:3])(=[O:4])[NH:5][c:6]1[c:7](-[c:12]2[cH:13][cH:14][c:15]([S:18](=[O:19])(=[O:20])[n:21]3[cH:22][c:23]([CH:26]=[CH:27][C:28](=[O:29])[NH:30][O:31][CH:32]4[CH2:33][CH2:34][CH2:35][CH2:36][O:37]4)[cH:24][cH:25]3)[cH:16][cH:17]2)[cH:8][cH:9][cH:10][cH:11]1.[CH3:39][OH:40].[ClH:38]>>[CH3:1][S:2](=[O:3])(=[O:4])[NH:5][c:6]1[c:7](-[c:12]2[cH:13][cH:14][c:15]([S:18](=[O:19])(=[O:20])[n:21]3[cH:22][c:23]([CH:26]=[CH:27][C:28](=[O:29])[NH:30][OH:31])[cH:24][cH:25]3)[cH:16][cH:17]2)[cH:8][cH:9][cH:10][cH:11]1. Reactants: BrC1=CC2=C(N=C(C3=CC=NC(=C23)OC)NC2=C(C=C(C=C2Cl)C2(OCCO2)C)Cl)C=C1 (9-bromo-N-[2,6-dichloro-4-(2-methyl-1,3-dioxolan-2-yl)phenyl]-1-methoxybenzo[c]-2,6-naphthyridin-5-amine), Cl (HCl), C(=O)(O)[O-].[Na+] (NaHCO3). The solvent is C1CCOC1 (THF). Conditions: temperature 85 celsius. The product is C(C)(=O)C1=CC(=C(C(=C1)Cl)NC1=NC2=C(C=3C(NC=CC13)=O)C=C(C=C2)Br)Cl (5-[(4-Acetyl-2,6-dichlorophenyl)amino]-9-bromobenzo[c]-2,6-naphthyridin-1(2H)-one). RXN SMILES: [Br:1][C:2]1[CH:32]=[CH:31][C:5]2[N:6]=[C:7]([NH:16][C:17]3[C:22]([Cl:23])=[CH:21][C:20]([C:24]4([CH3:29])OCC[O:25]4)=[CH:19][C:18]=3[Cl:30])[C:8]3[C:13]([C:4]=2[CH:3]=1)=[C:12]([O:14]C)[N:11]=[CH:10][CH:9]=3.Cl.C([O-])(O)=O.[Na+]>C1COCC1>[C:24]([C:20]1[CH:19]=[C:18]([Cl:30])[C:17]([NH:16][C:7]2[C:8]3[CH:9]=[CH:10][NH:11][C:12](=[O:14])[C:13]=3[C:4]3[CH:3]=[C:2]([Br:1])[CH:32]=[CH:31][C:5]=3[N:6]=2)=[C:22]([Cl:23])[CH:21]=1)(=[O:25])[CH3:29] |f:2.3|. Procedure details: To a solution of 9-bromo-N-[2,6-dichloro-4-(2-methyl-1,3-dioxolan-2-yl)phenyl]-1-methoxybenzo[c]-2,6-naphthyridin-5-amine (1.40 g, 2.62 mmol) in THF (24 mL) was added 6 N HCl (8mL) and the reaction mixture was heated to 85° C. for 45 min. The solution was cooled to room temperature and neutralized with sat. NaHCO3. The mixture was extracted with a mixture of 1:3 iPrOH/CHCl3. The organic layers were combined, dried over MgSO4, filtered, and concentrated to afford the title compound. Starting materials: NCCN1C(S\C(\C1=O)=C/C=1C=C2C=NN(C2=CC1)CC1=C(C=C(C=C1)Cl)C(F)(F)F)=O (3-(2-aminoethyl)-(5Z)-5-({1-[4-chloro-2-(trifluoromethyl)benzyl]-1H-indazol-5-yl}methylidene)-1,3-thiazolidine-2,4-dione), C(C)(=O)NC=1SC(=C(N1)C)S(=O)(=O)Cl (2-acetamido-4-methyl-5-thiazolesulfonyl chloride). The product is ClC1=CC(=C(CN2N=CC3=CC(=CC=C23)\C=C/2\C(N(C(S2)=O)CCNS(=O)(=O)C2=C(N=C(S2)NC(C)=O)C)=O)C=C1)C(F)(F)F (N-[5-({2-[(5Z)-5-({1-[4-Chloro-2-(trifluoromethyl)benzyl]-1H-indazol-5-yl}methylidene)-2,4-dioxo-1,3-thiazolidin-3-yl]ethyl}sulfamoyl)-4-methyl-1,3-thiazol-2-yl]acetamide). As a reaction SMILES: [NH2:1][CH2:2][CH2:3][N:4]1[C:8](=[O:9])/[C:7](=[CH:10]/[C:11]2[CH:12]=[C:13]3[C:17](=[CH:18][CH:19]=2)[N:16]([CH2:20][C:21]2[CH:26]=[CH:25][C:24]([Cl:27])=[CH:23][C:22]=2[C:28]([F:31])([F:30])[F:29])[N:15]=[CH:14]3)/[S:6][C:5]1=[O:32].[C:33]([NH:36][C:37]1[S:38][C:39]([S:43](Cl)(=[O:45])=[O:44])=[C:40]([CH3:42])[N:41]=1)(=[O:35])[CH3:34]>>[Cl:27][C:24]1[CH:25]=[CH:26][C:21]([CH2:20][N:16]2[C:17]3[C:13](=[CH:12][C:11](/[CH:10]=[C:7]4/[C:8](=[O:9])[N:4]([CH2:3][CH2:2][NH:1][S:43]([C:39]5[S:38][C:37]([NH:36][C:33](=[O:35])[CH3:34])=[N:41][C:40]=5[CH3:42])(=[O:44])=[O:45])[C:5](=[O:32])[S:6]/4)=[CH:19][CH:18]=3)[CH:14]=[N:15]2)=[C:22]([C:28]([F:30])([F:29])[F:31])[CH:23]=1. Procedure: N-[5-({2-[(5Z)-5-({1-[4-Chloro-2-(trifluoromethyl)benzyl]-1H-indazol-5-yl}methylidene)-2,4-dioxo-1,3-thiazolidin-3-yl]ethyl}sulfamoyl)-4-methyl-1,3-thiazol-2-yl]acetamide was prepared from 3-(2-aminoethyl)-(5Z)-5-({1-[4-chloro-2-(trifluoromethyl)benzyl]-1H-indazol-5-yl}methylidene)-1,3-thiazolidine-2,4-dione (from Example 49) and 2-acetamido-4-methyl-5-thiazolesulfonyl chloride following General Procedure U. Product: BrC=1C(=C(C=O)C(=CC1)O)C (3-Bromo-6-hydroxy-2-methyl-benzaldehyde). Conditions: time 1.5 hour. Reactants: B(Br)(Br)Br (boron tribromide), BrC=1C(=C(C=O)C(=CC1)OC)C (3-Bromo-6-methoxy-2-methyl-benzaldehyde), C(C)(=O)OCC.CCCCCC (ethyl acetate hexane), O (Water). RXN SMILES: B(Br)(Br)Br.[Br:5][C:6]1[C:7]([CH3:16])=[C:8]([C:11]([O:14]C)=[CH:12][CH:13]=1)[CH:9]=[O:10].O.C(OCC)(=O)C.CCCCCC>ClCCl>[Br:5][C:6]1[C:7]([CH3:16])=[C:8]([C:11]([OH:14])=[CH:12][CH:13]=1)[CH:9]=[O:10] |f:3.4|. Run in ClCCl (dichloromethane), ClCCl (dichloromethane). Yield: 73.9%. Procedure: A solution of boron tribromide (12.62 ml, 0.087 mol) in dichloromethane (50 ml) was added to a stirred solution of 3-Bromo-6-methoxy-2-methyl-benzaldehyde (20.0 g, 0.087 mol) in dichloromethane (350 ml) under nitrogen at 0° C. The reaction mixture was stirred for 1.5 hours. Water (400 ml) was added cautiously and the mixture was stirred for 15 min. The organic layer was washed with sodium bicarbonate solution (200 ml), water (200 ml) and brine (200 ml). The organic layer was dried over sodium su... Reactants: C1CCOC1, O=[N+]([O-])c1ccc(F)cc1OCCc1cccc2ccccc12. The product is Nc1ccc(F)cc1OCCc1cccc2ccccc12. RXN SMILES: [CH2:24]1[O:25][CH2:26][CH2:27][CH2:28]1.[F:1][c:2]1[cH:3][cH:4][c:5]([N+:21]([O-:22])=[O:23])[c:6]([O:7][CH2:8][CH2:9][c:10]2[cH:11][cH:12][cH:13][c:14]3[cH:15][cH:16][cH:17][cH:18][c:19]23)[cH:20]1>>[F:1][c:2]1[cH:3][cH:4][c:5]([NH2:21])[c:6]([O:7][CH2:8][CH2:9][c:10]2[cH:11][cH:12][cH:13][c:14]3[cH:15][cH:16][cH:17][cH:18][c:19]23)[cH:20]1. The reactants are COC(=O)CBr, CC(C)CNCC(C)C, CC(C)(C)CCC=O, Cc1ccccc1, O. Yields the product COC(=O)CC(C=O)CC(C)(C)C. Reaction SMILES: [Br:18][CH2:19][C:20](=[O:21])[O:22][CH3:23].[CH2:1]([NH:2][CH2:3][CH:4]([CH3:5])[CH3:6])[CH:7]([CH3:8])[CH3:9].[CH3:10][C:11]([CH2:12][CH2:13][CH:14]=[O:15])([CH3:16])[CH3:17].[CH3:25][c:26]1[cH:27][cH:28][cH:29][cH:30][cH:31]1.[OH2:24]>>[CH3:10][C:11]([CH2:12][CH:13]([CH:14]=[O:15])[CH2:19][C:20](=[O:21])[O:22][CH3:23])([CH3:16])[CH3:17]. Starting materials: CCCI, C1CCOC1, O=C1CCC2c3ccc(Cl)cc3CCC2N1, [Na+], [OH-]. The product is CCCN1C(=O)CCC2c3ccc(Cl)cc3CCC21. As a reaction SMILES: [CH2:17]([CH2:18][CH3:19])[I:20].[CH2:21]1[O:22][CH2:23][CH2:24][CH2:25]1.[Cl:1][c:2]1[cH:3][c:4]2[c:5]([cH:15][cH:16]1)[CH:6]1[CH2:7][CH2:8][C:9](=[O:14])[NH:10][CH:11]1[CH2:12][CH2:13]2.[Na+:27].[OH-:26]>>[Cl:1][c:2]1[cH:3][c:4]2[c:5]([cH:15][cH:16]1)[CH:6]1[CH2:7][CH2:8][C:9](=[O:14])[N:10]([CH2:17][CH2:18][CH3:19])[CH:11]1[CH2:12][CH2:13]2.